Dataset: the Open Reaction Database (ORD), a public repository of structured organic reaction records. Task: describe an organic reaction: reactants, conditions, products, and yield As a reaction SMILES: [F:1][C:2]([F:13])([F:12])[O:3][C:4]1[CH:11]=[CH:10][C:7]([CH:8]=O)=[CH:6][CH:5]=1.C(O)(=O)[CH2:15][C:16]([OH:18])=[O:17]>>[F:1][C:2]([F:13])([F:12])[O:3][C:4]1[CH:11]=[CH:10][C:7]([CH:8]=[CH:15][C:16]([OH:18])=[O:17])=[CH:6][CH:5]=1. Procedure: According to the previously described general procedure (GP1), Knoevenagel condensation (75° C.; 6 h) between 4-(trifluoromethoxy)benzaldehyde (10.000 g; 52.598 mmol) and malonic acid (10.399 g; 99.937 mmol) gave the product 3-(4-trifluoromethoxy-phenyl)-acrylic acid as a colorless solid (12.080 g; 99%). LC-MS: tR=0.96 min.; [M+H]+: no ionisation. The product is FC(OC1=CC=C(C=C1)C=CC(=O)O)(F)F (3-(4-trifluoromethoxy-phenyl)-acrylic acid). Starting materials: FC(OC1=CC=C(C=O)C=C1)(F)F (4-(trifluoromethoxy)benzaldehyde), C(CC(=O)O)(=O)O (malonic acid). Starting materials: C(C)(C)(C)C1=CC(=C(C=C1)C(C)=O)OC (1-(4-tert-butyl-2-methoxyphenyl)ethanone), [S] (sulfur), N1CCOCC1 (morpholine), O (water), O (water). Reaction conditions: time 8 hour. Product: C(C)(C)(C)C1=CC(=C(C=C1)CC(=O)O)OC ((4-Tert-butyl-2-methoxyphenyl)acetic acid). RXN SMILES: [C:1]([C:5]1[CH:10]=[CH:9][C:8]([C:11](=O)[CH3:12])=[C:7]([O:14][CH3:15])[CH:6]=1)([CH3:4])([CH3:3])[CH3:2].[S].N1CC[O:20]CC1.[OH2:23]>>[C:1]([C:5]1[CH:10]=[CH:9][C:8]([CH2:11][C:12]([OH:20])=[O:23])=[C:7]([O:14][CH3:15])[CH:6]=1)([CH3:4])([CH3:3])[CH3:2] |^3:15|. Procedure details: A mixture of 5.76 g (27.9 mmol) of 1-(4-tert-butyl-2-methoxyphenyl)ethanone (described in patent applications WO 01/02366; WO 99/52857; WO 99/21836; WO 97/48683), 1.1 g (34.3 mmol) sulfur and 15 mL morpholine (0.172 mol) was refluxed overnight under a nitrogen atmosphere. The reaction mixture was cooled and poured into 200 mL water containing 30 g sodium hydroxide and the resulting mixture was again refluxed overnight. The reaction mixture was then cooled to room temperature, diluted with an equ...